From a dataset of the Open Reaction Database (ORD), a public repository of structured organic reaction records. describe an organic reaction: reactants, conditions, products, and yield Starting materials: Cc1ccccc1, C[Si](C)(C)C=[N+]=[N-], CO, Nc1cnccc1C(=O)O. As a reaction SMILES: [CH3:11][c:12]1[cH:13][cH:14][cH:15][cH:16][cH:17]1.[CH3:18][Si:19]([CH:20]=[N+:21]=[N-:22])([CH3:23])[CH3:24].[CH3:25][OH:26].[NH2:1][c:2]1[c:3]([C:4](=[O:5])[OH:6])[cH:7][cH:8][n:9][cH:10]1>>[NH2:1][c:2]1[c:3]([C:4]([O:5][CH3:11])=[O:6])[cH:7][cH:8][n:9][cH:10]1. The product is COC(=O)c1ccncc1N. Reactants: COC(Cn1c(-c2ccccc2)ncc(NC(=O)OCc2ccccc2)c1=O)OC, Cl, C1CCOC1. Product: O=CCn1c(-c2ccccc2)ncc(NC(=O)OCc2ccccc2)c1=O. As a reaction SMILES: [CH3:1][O:2][CH:3]([CH2:4][n:5]1[c:6](-[c:23]2[cH:24][cH:25][cH:26][cH:27][cH:28]2)[n:7][cH:8][c:9]([NH:12][C:13](=[O:14])[O:15][CH2:16][c:17]2[cH:18][cH:19][cH:20][cH:21][cH:22]2)[c:10]1=[O:11])[O:29][CH3:30].[ClH:31].[O:32]1[CH2:33][CH2:34][CH2:35][CH2:36]1>>[O:2]=[CH:3][CH2:4][n:5]1[c:6](-[c:23]2[cH:24][cH:25][cH:26][cH:27][cH:28]2)[n:7][cH:8][c:9]([NH:12][C:13](=[O:14])[O:15][CH2:16][c:17]2[cH:18][cH:19][cH:20][cH:21][cH:22]2)[c:10]1=[O:11]. Reactants: Br, Br, [Cl-], COc1ccc(CCN)c2c1NC(=O)C2. Yields the product Br, NCCc1ccc(O)c2c1CC(=O)N2. Reaction SMILES: [BrH:1].[BrH:3].[Cl-:2].[NH2:4][CH2:5][CH2:6][c:7]1[c:8]2[c:12]([c:13]([O:16][CH3:17])[cH:14][cH:15]1)[NH:11][C:10](=[O:18])[CH2:9]2>>[BrH:1].[NH2:4][CH2:5][CH2:6][c:7]1[c:8]2[c:12]([c:13]([OH:16])[cH:14][cH:15]1)[NH:11][C:10](=[O:18])[CH2:9]2. Reactants: [N+](=O)([O-])C=1C=NC2=CC=CC=C2C1NCCCO (3-[(3-nitroquinolin-4-yl)amino]propan-1-ol), S(=O)(Cl)Cl (thionyl chloride). Solvent: ClCCl (dichloromethane). Conditions: time 2 hour. Yields the product ClCCCNC1=C(C=NC2=CC=CC=C12)[N+](=O)[O-] (N-(3-chloropropyl)-3-nitroquinolin-4-amine). The yield is 97.0%. RXN SMILES: [N+:1]([C:4]1[CH:5]=[N:6][C:7]2[C:12]([C:13]=1[NH:14][CH2:15][CH2:16][CH2:17]O)=[CH:11][CH:10]=[CH:9][CH:8]=2)([O-:3])=[O:2].S(Cl)([Cl:21])=O>ClCCl>[Cl:21][CH2:17][CH2:16][CH2:15][NH:14][C:13]1[C:12]2[C:7](=[CH:8][CH:9]=[CH:10][CH:11]=2)[N:6]=[CH:5][C:4]=1[N+:1]([O-:3])=[O:2]. Reported procedure: A round bottom flask was charged with a magnetic stir bar, 3-[(3-nitroquinolin-4-yl)amino]propan-1-ol (20.75 g, 83.93 mmol), thionyl chloride (15.0 g, 125.89 mmol), and dichloromethane (420 mL). The bright yellow, homogeneous solution was stirred at ambient temperature for 2 hours at which time the starting material was completely consumed. The volatiles were removed under reduced pressure and the resulting solid stirred in water (400 mL) made basic (pH 10) with solid sodium carbonate. A bright ... Reactants: C(=O)=O (dry ice), C12(C(=CC(CC1)C2)O)O (norbornene diol), C(=O)=O (dry ice), C(C)(=O)OC(C)=O (acetic anhydride), ice water. Solvent: N1=CC=CC=C1 (pyridine). Conditions: time 16 hour. The product is C(C)(=O)O.C(C)(=O)O.C12C=CC(CC1)C2 (norbornene diacetate). As a reaction SMILES: [C:1]12(O)[CH2:7][CH:4]([CH2:5][CH2:6]1)[CH:3]=[C:2]2O.C(=O)=O.[C:13]([O:16]C(=O)C)(=[O:15])[CH3:14]>N1C=CC=CC=1>[C:13]([OH:16])(=[O:15])[CH3:14].[C:13]([OH:16])(=[O:15])[CH3:14].[CH:1]12[CH2:7][CH:4]([CH2:5][CH2:6]1)[CH:3]=[CH:2]2 |f:4.5.6|. Reported procedure: A solution of 11 grams of norbornene diol prepared as in Example 2 in 100 ml pyridine was cooled by dry ice. 45 ml of acetic anhydride was added to the cooled solution. The solution was held in the dry ice bath for about 30 minutes then allowed to sit at room temperature for about 16 hours, poured into an ice water slurry, extracted with chloroform and washed sequentially with 10% HCl, a saturated sodium bicarbonate solution, a sodium chloride solution, twice with water, then dried over sodium s... Starting materials: N#Cc1cc(F)c(F)cc1F, N, C1CCOC1. Yields the product N#Cc1cc(F)c(N)cc1F. As a reaction SMILES: [F:1][c:2]1[c:3]([C:4]#[N:5])[cH:6][c:7]([F:11])[c:8]([F:10])[cH:9]1.[NH3:12].[O:13]1[CH2:14][CH2:15][CH2:16][CH2:17]1>>[F:1][c:2]1[c:3]([C:4]#[N:5])[cH:6][c:7]([F:11])[c:8]([NH2:12])[cH:9]1. Product: OC1=CC=C2C(CC(OC2=C1C)(COC1=CC=C(C=C1)[N+](=O)[O-])C)=O (7-Hydroxy-2,8-dimethyl-2-(4-nitrophenoxymethyl)-4-oxochroman). RXN SMILES: C([O:8][C:9]1[C:18]([CH3:19])=[C:17]2[C:12]([C:13](=[O:32])[CH2:14][C:15]([CH3:31])([CH2:20][O:21][C:22]3[CH:27]=[CH:26][C:25]([N+:28]([O-:30])=[O:29])=[CH:24][CH:23]=3)[O:16]2)=[CH:11][CH:10]=1)C1C=CC=CC=1.Cl.C(O)(=O)C>O>[OH:8][C:9]1[C:18]([CH3:19])=[C:17]2[C:12]([C:13](=[O:32])[CH2:14][C:15]([CH3:31])([CH2:20][O:21][C:22]3[CH:27]=[CH:26][C:25]([N+:28]([O-:30])=[O:29])=[CH:24][CH:23]=3)[O:16]2)=[CH:11][CH:10]=1. Starting materials: C(C1=CC=CC=C1)OC1=CC=C2C(CC(OC2=C1C)(COC1=CC=C(C=C1)[N+](=O)[O-])C)=O (7-benzyloxy-2,8-dimethyl-2-(4-nitrophenoxymethyl)-4-oxochroman), Cl (hydrochloric acid), C(C)(=O)O (acetic acid). Run in O (water). Procedure details: A mixture of 13.5 g or 7-benzyloxy-2,8-dimethyl-2-(4-nitrophenoxymethyl)-4-oxochroman (prepared as described in Preparation 15, 40 ml of concentrated aqueous hydrochloric acid and 80 ml of acetic acid was heated under reflux for 3 hours. At the end of this time, the reaction mixture was poured into water and extracted with benzene. The benzene solution was washed with water and then dried over anhydrous sodium sulfate. The solvent was then distilled off under reduced pressure. Cyclohexane was ad...